Dataset: the Open Reaction Database (ORD), a public repository of structured organic reaction records. Task: describe an organic reaction: reactants, conditions, products, and yield The reactants are O[C@@H]1C[C@H](N(C1)C(=O)OC(C)(C)C)C(=O)NCCN1C=CC=2N=CN=C(C21)NC2=CC(=C(C=C2)OC2=CC(=CC=C2)C(F)(F)F)C (tert-Butyl (2S,4R)-4-hydroxy-2-[({2-[4-({3-methyl-4-[3-(trifluoromethyl)phenoxy]phenyl}amino)-5H-pyrrolo[3,2-d]pyrimidin-5-yl]ethyl}amino)carbonyl]pyrrolidine-1-carboxylate), ClCCl (dichloromethane), FC(C(=O)O)(F)F (trifluoroacetic acid). Reaction conditions: time 2 hour. The product is Cl.Cl.O[C@@H]1C[C@H](NC1)C(=O)NCCN1C=CC=2N=CN=C(C21)NC2=CC(=C(C=C2)OC2=CC(=CC=C2)C(F)(F)F)C ((4R)-4-hydroxy-N-{2-[4-({3-methyl-4-[3-(trifluoromethyl)phenoxy]phenyl}amino)-5H-pyrrolo[3,2-d]pyrimidin-5-yl]ethyl}-L-prolinamide dihydrochloride). Reaction SMILES: [OH:1][C@H:2]1[CH2:6][N:5](C(OC(C)(C)C)=O)[C@H:4]([C:14]([NH:16][CH2:17][CH2:18][N:19]2[C:27]3[C:26]([NH:28][C:29]4[CH:34]=[CH:33][C:32]([O:35][C:36]5[CH:41]=[CH:40][CH:39]=[C:38]([C:42]([F:45])([F:44])[F:43])[CH:37]=5)=[C:31]([CH3:46])[CH:30]=4)=[N:25][CH:24]=[N:23][C:22]=3[CH:21]=[CH:20]2)=[O:15])[CH2:3]1.FC(F)(F)C(O)=O.[Cl:54]CCl>>[ClH:54].[ClH:54].[OH:1][C@H:2]1[CH2:6][NH:5][C@H:4]([C:14]([NH:16][CH2:17][CH2:18][N:19]2[C:27]3[C:26]([NH:28][C:29]4[CH:34]=[CH:33][C:32]([O:35][C:36]5[CH:41]=[CH:40][CH:39]=[C:38]([C:42]([F:43])([F:44])[F:45])[CH:37]=5)=[C:31]([CH3:46])[CH:30]=4)=[N:25][CH:24]=[N:23][C:22]=3[CH:21]=[CH:20]2)=[O:15])[CH2:3]1 |f:3.4.5|. Procedure: tert-Butyl (2S,4R)-4-hydroxy-2-[({2-[4-({3-methyl-4-[3-(trifluoromethyl)phenoxy]phenyl}amino)-5H-pyrrolo[3,2-d]pyrimidin-5-yl]ethyl}amino)carbonyl]pyrrolidine-1-carboxylate (230 mg) was dissolved in dichloromethane (2.39 mL), trifluoroacetic acid (1.79 mL) was added, and the mixture was stirred at room temperature for 2 hrs. The reaction mixture was concentrated under reduced pressure, and the residue was dissolved in ethyl acetate/tetrahydrofuran (1:1, 50 mL). The organic layer washed with satu...